From a dataset of the Open Reaction Database (ORD), a public repository of structured organic reaction records. describe an organic reaction: reactants, conditions, products, and yield The product is FC1=CC2=C(C(C3=C(CC2)C=C(C=C3)F)=CC3=CC2=C(N(C(N2)=O)CCN2CCOCC2)C=C3)C=C1 (5-(2,8-difluoro-10,11-dihydro-dibenzo[a,d]cyclohepten-5-ylidenemethyl)-1-(2-morpholin-4-yl-ethyl)-1,3-dihydro-benzoimidazol-2-one). RXN SMILES: [N:1]1([CH2:7][CH2:8][N:9]2[C:13]3[CH:14]=[CH:15][C:16](B4OC(C)(C)C(C)(C)O4)=[CH:17][C:12]=3[NH:11][C:10]2=[O:27])[CH2:6][CH2:5][O:4][CH2:3][CH2:2]1.Br[CH:29]=[C:30]1[C:36]2[CH:37]=[CH:38][C:39]([F:41])=[CH:40][C:35]=2[CH2:34][CH2:33][C:32]2[CH:42]=[C:43]([F:46])[CH:44]=[CH:45][C:31]1=2.C([O-])([O-])=O.[Na+].[Na+]>C1C=CC([P]([Pd]([P](C2C=CC=CC=2)(C2C=CC=CC=2)C2C=CC=CC=2)([P](C2C=CC=CC=2)(C2C=CC=CC=2)C2C=CC=CC=2)[P](C2C=CC=CC=2)(C2C=CC=CC=2)C2C=CC=CC=2)(C2C=CC=CC=2)C2C=CC=CC=2)=CC=1.O1CCOCC1>[F:41][C:39]1[CH:38]=[CH:37][C:36]2[C:30](=[CH:29][C:16]3[CH:15]=[CH:14][C:13]4[N:9]([CH2:8][CH2:7][N:1]5[CH2:2][CH2:3][O:4][CH2:5][CH2:6]5)[C:10](=[O:27])[NH:11][C:12]=4[CH:17]=3)[C:31]3[CH:45]=[CH:44][C:43]([F:46])=[CH:42][C:32]=3[CH2:33][CH2:34][C:35]=2[CH:40]=1 |f:2.3.4,^1:56,58,77,96|. Reactants: C(=O)([O-])[O-].[Na+].[Na+] (Na2CO3), N1(CCOCC1)CCN1C(NC2=C1C=CC(=C2)B2OC(C(O2)(C)C)(C)C)=O (1-(2-morpholin-4yl-ethyl)-5-(4,4,5,5-tetramethyl-[1,3,2]dioxaborolan-2-yl)-1,3-dihydro-benzoimidazol-2-one), BrC=C1C2=C(CCC3=C1C=CC(=C3)F)C=C(C=C2)F (5-bromomethylene-2,8-difluoro-10,11-dihydro-5H-dibenzo[a,d]cycloheptene), 2,8-dichloro. Isolated yield 45.4%. Run in O1CCOCC1 (dioxane). Reported procedure: Following procedures essentially as described in Example 219, mix 1-(2-morpholin-4yl-ethyl)-5-(4,4,5,5-tetramethyl-[1,3,2]dioxaborolan-2-yl)-1,3-dihydro-benzoimidazol-2-one (520 mg, 1.4 mmol), 5-bromomethylene-2,8-difluoro-10,11-dihydro-5H-dibenzo[a,d]cycloheptene (510 mg, 1.6 mmol)(prepared using a procedure essentially as described for the 2,8-dichloro derivative in Example 182), 2N Na2CO3 (1 mL), dioxane (10 mL) and (Ph3P)4Pd (67 mg, 0.06 mmol). Purify the crude product by column chromatograp... Reagents/catalysts: C=1C=CC(=CC1)[P](C=2C=CC=CC2)(C=3C=CC=CC3)[Pd]([P](C=4C=CC=CC4)(C=5C=CC=CC5)C=6C=CC=CC6)([P](C=7C=CC=CC7)(C=8C=CC=CC8)C=9C=CC=CC9)[P](C=1C=CC=CC1)(C=1C=CC=CC1)C=1C=CC=CC1 ((Ph3P)4Pd). Starting materials: BrC1=C(C=C2N3[C@@H](C(NN=C3COC2=C1)=O)C)NC1(CN(C1)C)C ((R)-7-bromo-6-(1,3-dimethyl-azetidin-3-ylamino)-4-methyl-2,10-dihydro-9-oxa-1,2,4a-triaza-phenanthren-3-one), C(C)O/C=C/B1OC(C(O1)(C)C)(C)C ((E)-2-(2-ethoxyvinyl)-4,4,5,5-tetramethyl-1,3,2-dioxaborolane), C(=O)([O-])[O-].[K+].[K+] (K2CO3). The reagents and catalysts are C1=CC=C(C=C1)P([C-]2C=CC=C2)C3=CC=CC=C3.C1=CC=C(C=C1)P([C-]2C=CC=C2)C3=CC=CC=C3.Cl[Pd]Cl.[Fe+2].C(Cl)Cl (PdCl2(dppf) CH2Cl2). The solvent is O1CCOCC1 (dioxane), O (water). Reaction conditions: temperature 100 celsius, time 3 hour. The product is CN1CC(C1)(C)NC=1C=C2N3[C@@H](C(NN=C3COC2=CC1\C=C\OCC)=O)C ((R)-6-(1,3-dimethyl-azetidin-3-ylamino)-7-((E)-2-ethoxy-vinyl)-4-methyl-2,10-dihydro-9-oxa-1,2,4a-triaza-phenanthren-3-one). Yield: 68.3%. Reaction SMILES: Br[C:2]1[CH:15]=[C:14]2[C:5]([N:6]3[C:11]([CH2:12][O:13]2)=[N:10][NH:9][C:8](=[O:16])[C@H:7]3[CH3:17])=[CH:4][C:3]=1[NH:18][C:19]1([CH3:24])[CH2:22][N:21]([CH3:23])[CH2:20]1.[CH2:25]([O:27]/[CH:28]=[CH:29]/B1OC(C)(C)C(C)(C)O1)[CH3:26].C([O-])([O-])=O.[K+].[K+]>O1CCOCC1.O.C1C=CC(P(C2C=CC=CC=2)[C-]2C=CC=C2)=CC=1.C1C=CC(P(C2C=CC=CC=2)[C-]2C=CC=C2)=CC=1.Cl[Pd]Cl.[Fe+2].C(Cl)Cl>[CH3:23][N:21]1[CH2:22][C:19]([NH:18][C:3]2[CH:4]=[C:5]3[C:14](=[CH:15][C:2]=2/[CH:26]=[CH:25]/[O:27][CH2:28][CH3:29])[O:13][CH2:12][C:11]2[N:6]3[C@H:7]([CH3:17])[C:8](=[O:16])[NH:9][N:10]=2)([CH3:24])[CH2:20]1 |f:2.3.4,7.8.9.10.11|. Procedure: To a solution of (R)-7-bromo-6-(1,3-dimethyl-azetidin-3-ylamino)-4-methyl-2,10-dihydro-9-oxa-1,2,4a-triaza-phenanthren-3-one (1.2 g, 3.04 mmol) and (E)-2-(2-ethoxyvinyl)-4,4,5,5-tetramethyl-1,3,2-dioxaborolane (0.66 g, 3.35 mmol) in a mixture of dioxane (12 mL) and water (2 mL) was added PdCl2(dppf)-CH2Cl2 adduct (0.25 g, 0.30 mmol) and K2CO3 (0.842 g, 6.09 mmol). The mixture was stirred at 100° C. for 3 h. The mixture was cooled to ambient temperature and the solvent was removed in vacuo to giv... Reactants: N#CC1(NC(=O)C2CC(S(=O)(=O)c3ccc(Br)cc3C(F)(F)F)CC2C(=O)N2CC(F)(F)C2)CC1, Clc1cnccn1. The product is N#CC1(NC(=O)C2CC(S(=O)(=O)c3ccc(-c4cncc(Cl)n4)cc3C(F)(F)F)CC2C(=O)N2CC(F)(F)C2)CC1. Reaction SMILES: [C:1](#[N:2])[C:3]1([NH:6][C:7](=[O:8])[CH:9]2[CH:10]([C:28](=[O:29])[N:30]3[CH2:31][C:32]([F:34])([F:35])[CH2:33]3)[CH2:11][CH:12]([S:14](=[O:15])(=[O:16])[c:17]3[c:18]([C:24]([F:25])([F:26])[F:27])[cH:19][c:20]([Br:23])[cH:21][cH:22]3)[CH2:13]2)[CH2:4][CH2:5]1.[Cl:36][c:37]1[cH:38][n:39][cH:40][cH:41][n:42]1>>[C:1](#[N:2])[C:3]1([NH:6][C:7](=[O:8])[CH:9]2[CH:10]([C:28](=[O:29])[N:30]3[CH2:31][C:32]([F:34])([F:35])[CH2:33]3)[CH2:11][CH:12]([S:14](=[O:15])(=[O:16])[c:17]3[c:18]([C:24]([F:25])([F:26])[F:27])[cH:19][c:20](-[c:41]4[cH:40][n:39][cH:38][c:37]([Cl:36])[n:42]4)[cH:21][cH:22]3)[CH2:13]2)[CH2:4][CH2:5]1. As a reaction SMILES: [CH3:25][S:26](=[O:27])(=[O:28])[N:29]1[CH2:30][CH2:31][CH:32]([NH2:35])[CH2:33][CH2:34]1.[F:36][C:37]([F:38])([F:39])[C:40]([OH:41])=[O:42].[NH2:1][c:2]1[n:3][c:4]([S:21]([CH2:22][CH3:23])=[O:24])[n:5][cH:6][c:7]1[C:8](=[O:9])[c:10]1[c:11]([C:17]([F:18])([F:19])[F:20])[cH:12][cH:13][c:14]([F:16])[cH:15]1>>[NH2:1][c:2]1[n:3][c:4]([NH:35][CH:32]2[CH2:31][CH2:30][N:29]([S:26]([CH3:25])(=[O:27])=[O:28])[CH2:34][CH2:33]2)[n:5][cH:6][c:7]1[C:8](=[O:9])[c:10]1[c:11]([C:17]([F:18])([F:19])[F:20])[cH:12][cH:13][c:14]([F:16])[cH:15]1. Reactants: CS(=O)(=O)N1CCC(N)CC1, O=C(O)C(F)(F)F, CCS(=O)c1ncc(C(=O)c2cc(F)ccc2C(F)(F)F)c(N)n1. The product is CS(=O)(=O)N1CCC(Nc2ncc(C(=O)c3cc(F)ccc3C(F)(F)F)c(N)n2)CC1. Reactants: FC1=C(C=C(C(=C1)Cl)O)N1N=C(C(=C1C)C)C (1-(2-fluoro-4-chloro-5-hydroxyphenyl)-3,4,5-trimethylpyrazole), C(C=C)Br (allyl bromide), C([O-])([O-])=O.[K+].[K+] (potassium carbonate). Solvent: C(C)#N (acetonitrile). Reaction conditions: time 3 hour. The product is FC1=C(C=C(C(=C1)Cl)OCC=C)N1N=C(C(=C1C)C)C (1-(2-fluoro-4-chloro-5-allyloxyphenyl)-3,4,5-trimethylpyrazole). Isolated yield 97.3%. As a reaction SMILES: [F:1][C:2]1[CH:7]=[C:6]([Cl:8])[C:5]([OH:9])=[CH:4][C:3]=1[N:10]1[C:14]([CH3:15])=[C:13]([CH3:16])[C:12]([CH3:17])=[N:11]1.[CH2:18](Br)[CH:19]=[CH2:20].C(=O)([O-])[O-].[K+].[K+]>C(#N)C>[F:1][C:2]1[CH:7]=[C:6]([Cl:8])[C:5]([O:9][CH2:20][CH:19]=[CH2:18])=[CH:4][C:3]=1[N:10]1[C:14]([CH3:15])=[C:13]([CH3:16])[C:12]([CH3:17])=[N:11]1 |f:2.3.4|. Reported procedure: A mixture of 1-(2-fluoro-4-chloro-5-hydroxyphenyl)-3,4,5-trimethylpyrazole (25.5 g), allyl bromide (13.3 g), anhydrous potassium carbonate (14.5 g) and acetonitrile (150 ml) was heated under reflux, with stirring for 3 hours. After cooling, the reaction mixture was filtered through a filter to remove the inorganic salts therefrom and the filtrate was concentrated to a small volume under reduced pressure, affording the titled compound (28.7 g) as a pale brown crystalline solid. Recrystallization ... Starting materials: CC1=CC(Cl)=CC(C2CCCC2)N1C(=O)OC(C)(C)C, CO, [H][H], [Li+], [Li+], O=C([O-])[O-]. Product: CC1=CCCC(C2CCCC2)N1C(=O)OC(C)(C)C. Reaction SMILES: [C:1]([CH3:2])([CH3:3])([CH3:4])[O:5][C:6](=[O:7])[N:8]1[CH:9]([CH:16]2[CH2:17][CH2:18][CH2:19][CH2:20]2)[CH:10]=[C:11]([Cl:15])[CH:12]=[C:13]1[CH3:14].[CH3:29][OH:30].[H:27][H:28].[Li+:21].[Li+:22].[O-:23][C:24](=[O:25])[O-:26]>>[C:1]([CH3:2])([CH3:3])([CH3:4])[O:5][C:6](=[O:7])[N:8]1[CH:9]([CH:16]2[CH2:17][CH2:18][CH2:19][CH2:20]2)[CH2:10][CH2:11][CH:12]=[C:13]1[CH3:14]. The reactants are C(CCCCCCCCC)OC=1C=NC(=NC1)C1=CC=C(C=C1)Br (5-decyloxy-2-(4-bromophenyl)pyrimidine), [OH-].[Na+] (sodium hydroxide), OC(CCCC#C)C (6-hydroxy-1-heptyne), [B]1OC2=CC=CC=C2O1 (catechol borane). Reagents/catalysts: C=1C=CC(=CC1)[P](C=2C=CC=CC2)(C=3C=CC=CC3)[Pd]([P](C=4C=CC=CC4)(C=5C=CC=CC5)C=6C=CC=CC6)([P](C=7C=CC=CC7)(C=8C=CC=CC8)C=9C=CC=CC9)[P](C=1C=CC=CC1)(C=1C=CC=CC1)C=1C=CC=CC1 (tetrakis(triphenylphosphine)palladium). Solvent: O1CCCC1 (tetrahydrofuran), O (water), C1(=CC=CC=C1)C (toluene), O1CCCC1 (THF). Conditions: time 4 hour. The product is C(CCCCCCCCC)OC=1C=NC(=NC1)C1=CC=C(C=C1)C=CCCCC(C)O ((-)-5-decyloxy-2-[4-(6-hydroxyheptenyl)phenyl]pyrimidine). Reaction SMILES: [CH2:1]([O:11][C:12]1[CH:13]=[N:14][C:15]([C:18]2[CH:23]=[CH:22][C:21](Br)=[CH:20][CH:19]=2)=[N:16][CH:17]=1)[CH2:2][CH2:3][CH2:4][CH2:5][CH2:6][CH2:7][CH2:8][CH2:9][CH3:10].[OH-].[Na+].[OH:27][CH:28]([CH3:34])[CH2:29][CH2:30][CH2:31][C:32]#[CH:33].[B]1OC2C(=CC=CC=2)O1>O1CCCC1.C1C=CC([P]([Pd]([P](C2C=CC=CC=2)(C2C=CC=CC=2)C2C=CC=CC=2)([P](C2C=CC=CC=2)(C2C=CC=CC=2)C2C=CC=CC=2)[P](C2C=CC=CC=2)(C2C=CC=CC=2)C2C=CC=CC=2)(C2C=CC=CC=2)C2C=CC=CC=2)=CC=1.O.C1(C)C=CC=CC=1>[CH2:1]([O:11][C:12]1[CH:13]=[N:14][C:15]([C:18]2[CH:23]=[CH:22][C:21]([CH:33]=[CH:32][CH2:31][CH2:30][CH2:29][CH:28]([OH:27])[CH3:34])=[CH:20][CH:19]=2)=[N:16][CH:17]=1)[CH2:2][CH2:3][CH2:4][CH2:5][CH2:6][CH2:7][CH2:8][CH2:9][CH3:10] |f:1.2,^1:34,52,54,73,92|. Reported procedure: In a reactor equipped with a stirrer and a thermometer, 5-decyloxy-2-(4-bromophenyl)pyrimidine (13.98 g), dry tetrahydrofuran (THF) (30 ml), tetrakis(triphenylphosphine)palladium (0.11 g) and sodium hydroxide (1.2 g) are charged. To the mixture, a solution of a reaction product of 6-hydroxy-1-heptyne and catechol borane (5 g) dissolved in THF (12 ml) is dropwise added, followed by heating up to a refluxing temperatur. After reacting for 4 hours, the reaction mixture is cooled to room temperature... The reactants are solution, CC(C)([O-])C.[K+] (potassium tert-butoxide), N(=[N+]=[N-])CC(C(C(C(=O)OCC1=CC=C(C=C1)[N+](=O)[O-])N1C(CC1Cl)=O)=O)(C)C (p-nitrobenzyl 5-azido-2-(4-chloro-2-oxo-1-azetidinyl)-4,4-dimethyl-3-oxopentanoate). Run in C(C)(C)(C)O (tert-butanol), O1CCCC1 (tetrahydrofuran), C(C)(=O)OCC (ethyl acetate). Run at temperature -30 celsius, time 30 minute. Product: N(=[N+]=[N-])CC(C)(C)C1=C(N2C(CC2O1)=O)C(=O)OCC1=CC=C(C=C1)[N+](=O)[O-] (p-Nitrobenzyl 3-(2-azido-1,1-dimethylethyl)-7-oxo-4-oxa-1-azabicyclo[3.2.0]hept-2-ene-2-carboxylate). The yield is 117.9%. As a reaction SMILES: CC(C)([O-])C.[K+].[N:7]([CH2:10][C:11]([CH3:35])([CH3:34])[C:12](=[O:33])[CH:13]([N:27]1[CH:30](Cl)[CH2:29][C:28]1=[O:32])[C:14]([O:16][CH2:17][C:18]1[CH:23]=[CH:22][C:21]([N+:24]([O-:26])=[O:25])=[CH:20][CH:19]=1)=[O:15])=[N+:8]=[N-:9]>C(O)(C)(C)C.O1CCCC1.C(OCC)(=O)C>[N:7]([CH2:10][C:11]([C:12]1[O:33][CH:30]2[N:27]([C:28](=[O:32])[CH2:29]2)[C:13]=1[C:14]([O:16][CH2:17][C:18]1[CH:23]=[CH:22][C:21]([N+:24]([O-:26])=[O:25])=[CH:20][CH:19]=1)=[O:15])([CH3:35])[CH3:34])=[N+:8]=[N-:9] |f:0.1|. Procedure: 313 μl of a 0.75 M solution of potassium tert-butoxide in tert-butanol are added at -30° C. to a solution of 107 mg (0.23 mmol) of p-nitrobenzyl 5-azido-2-(4-chloro-2-oxo-1-azetidinyl)-4,4-dimethyl-3-oxopentanoate in 4.5 ml of dry tetrahydrofuran and the solution is stirred at -30° C. during the course of 30 minutes. The reaction mixture is then diluted with 20 ml of ethyl acetate, and the mixture is washed with 10 ml of water and 10 ml of NaCl solution. The aqueous phases are extracted using 10... The reactants are c1ccccc1-c2ccc(CO)cc2, C(C(C(F)(F)S(=O)(=O)F)(F)F)(C(F)(F)F)(F)F (perfluorobutane-1-sulfonyl fluoride). Reagents/catalysts: N\2=C1\N(CCCCC1)CCC/2 (DBU). Run in C1CCCO1 (THF), C1CCCO1 (THF). Run at time 48 hour. Product: c1ccccc1-c2ccc(CF)cc2. Isolated yield 23.0%.